This data is from the Open Reaction Database (ORD), a public repository of structured organic reaction records. The task is: describe an organic reaction: reactants, conditions, products, and yield Reactants: C(C1=CC=CC=C1)(=O)O[C@H](C(CCC(=O)N1[C@H](C(=O)O)CCC1)=O)CC1=CC=CC=C1 (1-[(5S)-5-(benzoyloxy)-1,4-dioxo-6-phenylhexyl]-L-proline). The reagents and catalysts are [Pd] (palladium on carbon). Solvent: C(C)(=O)OCC (ethyl acetate). Conditions: time 7.5 hour. Yields the product C(C1=CC=CC=C1)O[C@H](C(CCC(=O)N1[C@H](C(=O)O)CCC1)=O)CC1=CC=CC=C1 (1-[(5S)-5-(Benzyloxy)-1,4-dioxo-6-phenylhexyl]-L-proline). RXN SMILES: [C:1]([O:9][C@@H:10]([CH2:25][C:26]1[CH:31]=[CH:30][CH:29]=[CH:28][CH:27]=1)[C:11](=[O:24])[CH2:12][CH2:13][C:14]([N:16]1[CH2:23][CH2:22][CH2:21][C@H:17]1[C:18]([OH:20])=[O:19])=[O:15])(=O)[C:2]1[CH:7]=[CH:6][CH:5]=[CH:4][CH:3]=1>[Pd].C(OCC)(=O)C>[CH2:1]([O:9][C@@H:10]([CH2:25][C:26]1[CH:27]=[CH:28][CH:29]=[CH:30][CH:31]=1)[C:11](=[O:24])[CH2:12][CH2:13][C:14]([N:16]1[CH2:23][CH2:22][CH2:21][C@H:17]1[C:18]([OH:20])=[O:19])=[O:15])[C:2]1[CH:7]=[CH:6][CH:5]=[CH:4][CH:3]=1. Procedure: A mixture of 1-[(5S)-5-(benzoyloxy)-1,4-dioxo-6-phenylhexyl]-L-proline (250 mg., 0.5 mmole), 10% palladium on carbon catalyst (50 mg.), and ethyl acetate (10 ml.) is stirred under hydrogen gas for 7.5 hours. The solution is filtered (millipore), and the solvent removed at reducted pressure. Ether is added to the residue and crystals form. The solution is filtered to give the desired product as a white hygroscopic solid which is dried under vacuum over P2O5 to give 150 mg. of 1-[(5S)-5-(benzoylox... Reactants: CCO, O=C1CC(c2cccc([N+](=O)[O-])c2)c2ccc3ccccc3c2N1, NN, O. Yields the product Nc1cccc(C2CC(=O)Nc3c2ccc2ccccc32)c1. RXN SMILES: [CH3:28][CH2:29][OH:30].[N+:1]([O-:2])(=[O:3])[c:4]1[cH:5][c:6]([CH:10]2[CH2:11][C:12](=[O:24])[NH:13][c:14]3[c:15]4[c:16]([cH:17][cH:18][c:19]32)[cH:20][cH:21][cH:22][cH:23]4)[cH:7][cH:8][cH:9]1.[NH2:26][NH2:27].[OH2:25]>>[NH2:1][c:4]1[cH:5][c:6]([CH:10]2[CH2:11][C:12](=[O:24])[NH:13][c:14]3[c:15]4[c:16]([cH:17][cH:18][c:19]32)[cH:20][cH:21][cH:22][cH:23]4)[cH:7][cH:8][cH:9]1. Reactants: S(O)(O)(=O)=O (sulfuric acid), CNC(C1=C(C(=CC(=C1)Cl)N)Cl)=O (2,5-dichloro-3-aminobenzoic acid N-methylamide), OCS(=O)(=O)C1=CC=C(C=C1)Cl (hydroxymethyl-(4-chlorophenyl)-sulfone). Solvent: O (water). Product: CNC(C1=C(C(=CC(=C1)Cl)NCS(=O)(=O)C1=CC=C(C=C1)Cl)Cl)=O (2,5-dichloro-3-[(4-chlorophenyl)-sulfonylmethylamino]-benzoic acid N-methylamide). Isolated yield 83.8%. Reaction SMILES: S(=O)(=O)(O)O.[CH3:6][NH:7][C:8](=[O:18])[C:9]1[CH:14]=[C:13]([Cl:15])[CH:12]=[C:11]([NH2:16])[C:10]=1[Cl:17].O[CH2:20][S:21]([C:24]1[CH:29]=[CH:28][C:27]([Cl:30])=[CH:26][CH:25]=1)(=[O:23])=[O:22]>O>[CH3:6][NH:7][C:8](=[O:18])[C:9]1[CH:14]=[C:13]([Cl:15])[CH:12]=[C:11]([NH:16][CH2:20][S:21]([C:24]2[CH:29]=[CH:28][C:27]([Cl:30])=[CH:26][CH:25]=2)(=[O:23])=[O:22])[C:10]=1[Cl:17]. Procedure: 0.8 g of concentrated sulfuric acid was added to 1.8 g (8.2 mmoles) of 2,5-dichloro-3-aminobenzoic acid N-methylamide, 1.87 g (9 mmoles) of hydroxymethyl-(4-chlorophenyl)-sulfone and 50 ml of water whilst stirring at room temperature. The mixture was stirred for a further 2 hours at room temperature and the solid was then filtered off, washed with water and recrystallized from acetonitrile. 2.8 g (83% of theory) of 2,5-dichloro-3-[(4-chlorophenyl)-sulfonylmethylamino]-benzoic acid N-methylamide ... The product is C(CCC)N1C(=NC=C1[C@@H](CCCC)N)C1=CC=CC=C1 ((R)-1-(3-Butyl-2-phenyl-3H-imidazol-4-yl)-pentylamine). Conditions: time 2 hour. Solvent: C1CCOC1 (THF). Reported procedure: To a solution of 193 (1.43 g, 3.6 mmol) under argon in anhydrous THF (25 mL) at room temperature is slowly added borane-THF complex (1 M in THF, 54 ml, 54 mmol). The mixture is then refluxed under argon for 16 h. After cooling to room temperature, 10% HCl (20 mL) is added very slowly and the mixture is stirred for 2 h at room temperature. The organic solvent is removed under reduced pressure and the residue is extracted with ether. The aqueous phase is saturated with solid potassium carbonate an... The reactants are C(CCC)N1C(=NC=C1[C@H](CCCC)NN1[C@H](CCC1)COCC)C1=CC=CC=C1 ((R,S)-[1-(3-Butyl-2-phenyl-3H-imidazole-4-yl)-pentyl]-(2-ethoxymethyl-pyrrolidin-1-yl)-amine), B.C1CCOC1 (borane THF), Cl (HCl). RXN SMILES: [CH2:1]([N:5]1[C:9]([C@@H:10]([NH:15]N2CCC[C@@H]2COCC)[CH2:11][CH2:12][CH2:13][CH3:14])=[CH:8][N:7]=[C:6]1[C:25]1[CH:30]=[CH:29][CH:28]=[CH:27][CH:26]=1)[CH2:2][CH2:3][CH3:4].B.C1COCC1.Cl>C1COCC1>[CH2:1]([N:5]1[C:9]([C@H:10]([NH2:15])[CH2:11][CH2:12][CH2:13][CH3:14])=[CH:8][N:7]=[C:6]1[C:25]1[CH:26]=[CH:27][CH:28]=[CH:29][CH:30]=1)[CH2:2][CH2:3][CH3:4] |f:1.2|. The reactants are F[B-](F)(F)F, CC(C)(C)OC(=O)N1CCN(c2nccnc2Cl)CC1, O=C([O-])[O-], O=C([O-])O, CCCCP(CCCC)CCCC, CO, [Cl-], [K+], [K+], [NH4+], [Na+], O=C(C=Cc1ccccc1)C=Cc1ccccc1, C1CCOC1, O=C(C=Cc1ccccc1)C=Cc1ccccc1, O=C(C=Cc1ccccc1)C=Cc1ccccc1, O, OCc1ccc(B(O)O)cc1, [Pd], [Pd]. Product: CC(C)(C)OC(=O)N1CCN(c2nccnc2-c2ccc(CO)cc2)CC1. As a reaction SMILES: [B-:38]([F:39])([F:40])([F:41])[F:42].[C:1]([CH3:2])([CH3:3])([CH3:4])[O:5][C:6](=[O:7])[N:8]1[CH2:9][CH2:10][N:11]([c:14]2[n:15][cH:16][cH:17][n:18][c:19]2[Cl:20])[CH2:12][CH2:13]1.[C:21](=[O:22])([O-:23])[O-:24].[C:64](=[O:65])([OH:66])[O-:67].[CH2:43]([P:44]([CH2:45][CH2:46][CH2:47][CH3:48])[CH2:49][CH2:50][CH2:51][CH3:52])[CH2:53][CH2:54][CH3:55].[CH3:69][OH:70].[Cl-:56].[K+:25].[K+:26].[NH4+:57].[Na+:68].[O:109]=[C:110]([CH:111]=[CH:112][c:113]1[cH:114][cH:115][cH:116][cH:117][cH:118]1)[CH:119]=[CH:120][c:121]1[cH:122][cH:123][cH:124][cH:125][cH:126]1.[O:58]1[CH2:59][CH2:60][CH2:61][CH2:62]1.[O:73]=[C:74]([CH:75]=[CH:76][c:77]1[cH:78][cH:79][cH:80][cH:81][cH:82]1)[CH:83]=[CH:84][c:85]1[cH:86][cH:87][cH:88][cH:89][cH:90]1.[O:91]=[C:92]([CH:93]=[CH:94][c:95]1[cH:96][cH:97][cH:98][cH:99][cH:100]1)[CH:101]=[CH:102][c:103]1[cH:104][cH:105][cH:106][cH:107][cH:108]1.[OH2:63].[OH:27][CH2:28][c:29]1[cH:30][cH:31][c:32]([B:35]([OH:36])[OH:37])[cH:33][cH:34]1.[Pd:71].[Pd:72]>>[C:1]([CH3:2])([CH3:3])([CH3:4])[O:5][C:6](=[O:7])[N:8]1[CH2:9][CH2:10][N:11]([c:14]2[n:15][cH:16][cH:17][n:18][c:19]2-[c:32]2[cH:31][cH:30][c:29]([CH2:28][OH:27])[cH:34][cH:33]2)[CH2:12][CH2:13]1. Reactants: CC1(CC(CC(C1)(C)C)OC1=CC=C(C=C1)[N+](=O)[O-])C (4-(3,3,5,5-tetramethylcyclohexyloxy) nitrobenzene), [H][H] (hydrogen). The reagents and catalysts are [Pt](=O)=O (platinum dioxide). The solvent is CO (methanol). Yields the product CC1(CC(CC(C1)(C)C)OC1=CC=C(N)C=C1)C (4-(3,3,5,5-Tetramethylcyclohexyloxy)aniline). Reaction SMILES: [CH3:1][C:2]1([CH3:20])[CH2:7][C:6]([CH3:9])([CH3:8])[CH2:5][CH:4]([O:10][C:11]2[CH:16]=[CH:15][C:14]([N+:17]([O-])=O)=[CH:13][CH:12]=2)[CH2:3]1.[H][H]>CO.[Pt](=O)=O>[CH3:8][C:6]1([CH3:9])[CH2:7][C:2]([CH3:1])([CH3:20])[CH2:3][CH:4]([O:10][C:11]2[CH:12]=[CH:13][C:14]([NH2:17])=[CH:15][CH:16]=2)[CH2:5]1. Reported procedure: Under atmospheric pressure, 8.3 g of 4-(3,3,5,5-tetramethylcyclohexyloxy) nitrobenzene in 500 ml of methanol are hydrogenated in the presence of 400 mg of platinum dioxide until the uptake of hydrogen has ended. The catalyst is filtered off, the solution is then concentrated using a rotary evaporator and the residue, a brownish oil which slowly solidifies, is used for the further reactions without any further purification.